From a dataset of the Open Reaction Database (ORD), a public repository of structured organic reaction records. describe an organic reaction: reactants, conditions, products, and yield Starting materials: ClCCl, O=C(O)C(F)(F)F, CC(C)(C)OC(=O)c1ccc(-c2ccccc2)cc1NC(=O)c1cc2c(cc1O)OCCO2. Product: O=C(Nc1cc(-c2ccccc2)ccc1C(=O)O)c1cc2c(cc1O)OCCO2. RXN SMILES: [CH2:41]([Cl:42])[Cl:43].[OH:1][C:2]([C:3]([F:4])([F:5])[F:6])=[O:7].[OH:8][c:9]1[c:10]([C:19](=[O:20])[NH:21][c:22]2[c:23]([C:24](=[O:25])[O:26][C:27]([CH3:28])([CH3:29])[CH3:30])[cH:31][cH:32][c:33](-[c:35]3[cH:36][cH:37][cH:38][cH:39][cH:40]3)[cH:34]2)[cH:11][c:12]2[c:13]([cH:18]1)[O:14][CH2:15][CH2:16][O:17]2>>[OH:8][c:9]1[c:10]([C:19](=[O:20])[NH:21][c:22]2[c:23]([C:24](=[O:25])[OH:26])[cH:31][cH:32][c:33](-[c:35]3[cH:36][cH:37][cH:38][cH:39][cH:40]3)[cH:34]2)[cH:11][c:12]2[c:13]([cH:18]1)[O:14][CH2:15][CH2:16][O:17]2. The reactants are CC(NC(=O)C(O)C(CCCCNC(=O)N1CCOCC1)NC(=O)OCC1(Cc2ccccc2)CCCCC1)c1ccccc1, CC(NC(=O)C(O)C(CCCCNC(=O)N1CCOCC1)NC(=O)OCC1(Cc2ccncc2)CCC1)c1ccccc1. Product: CC(NC(=O)C(=O)C(CCCCNC(=O)N1CCOCC1)NC(=O)OCC1(Cc2ccncc2)CCC1)c1ccccc1. RXN SMILES: [CH2:44]([C:45]1([CH2:46][O:47][C:48](=[O:49])[NH:50][CH:51]([CH:52]([OH:53])[C:54](=[O:55])[NH:56][CH:57]([c:58]2[cH:59][cH:60][cH:61][cH:62][cH:63]2)[CH3:64])[CH2:65][CH2:66][CH2:67][CH2:68][NH:69][C:70]([N:71]2[CH2:72][CH2:73][O:74][CH2:75][CH2:76]2)=[O:77])[CH2:78][CH2:79][CH2:80][CH2:81][CH2:82]1)[c:83]1[cH:84][cH:85][cH:86][cH:87][cH:88]1.[n:1]1[cH:2][cH:3][c:4]([CH2:7][C:8]2([CH2:12][O:13][C:14]([NH:15][CH:16]([CH2:17][CH2:18][CH2:19][CH2:20][NH:21][C:22](=[O:23])[N:24]3[CH2:25][CH2:26][O:27][CH2:28][CH2:29]3)[CH:30]([C:31]([NH:32][CH:33]([CH3:34])[c:35]3[cH:36][cH:37][cH:38][cH:39][cH:40]3)=[O:41])[OH:42])=[O:43])[CH2:9][CH2:10][CH2:11]2)[cH:5][cH:6]1>>[n:1]1[cH:2][cH:3][c:4]([CH2:7][C:8]2([CH2:12][O:13][C:14]([NH:15][CH:16]([CH2:17][CH2:18][CH2:19][CH2:20][NH:21][C:22](=[O:23])[N:24]3[CH2:25][CH2:26][O:27][CH2:28][CH2:29]3)[C:30]([C:31]([NH:32][CH:33]([CH3:34])[c:35]3[cH:36][cH:37][cH:38][cH:39][cH:40]3)=[O:41])=[O:42])=[O:43])[CH2:9][CH2:10][CH2:11]2)[cH:5][cH:6]1. The reactants are C(\C=C\C(=O)OC)(=O)OC (Dimethyl fumarate), C(C)OC1=CN=CO1 (5-ethoxyoxazole). The product is COC(=O)C=1C=NC=C(C1C(=O)OC)O (3,4-Dimethoxycarbonyl-5-hydroxypyridine). RXN SMILES: [C:1]([O:9][CH3:10])(=[O:8])/[CH:2]=[CH:3]/[C:4]([O:6][CH3:7])=[O:5].C([O:13][C:14]1O[CH:17]=[N:16][CH:15]=1)C>>[CH3:7][O:6][C:4]([C:3]1[CH:17]=[N:16][CH:15]=[C:14]([OH:13])[C:2]=1[C:1]([O:9][CH3:10])=[O:8])=[O:5]. Procedure: Dimethyl fumarate (781 mg; 1.1 eq.) was added to 5-ethoxyoxazole (557.3 mg; 4.9 mmol), and the mixture was reacted at 120° C. for 1.5 hours. The reaction residue was purified by silica gel column chromatography (eluent: ethyl acetate/hexane 2:1), to give crude crystals of the title compound. Yield: 730 mg (70.2%). The crude crystals were recrystallized from dichloromethane-hexane, to give colorless plates. Yield: 3.8%. Product: FC1(OC2=C(O1)C=CC(=C2)NC2=NC=CC=C2C2=NC(=NC(=N2)C)N)F (4-(2-(2,2-difluorobenzo[d][1,3]dioxol-5-ylamino)pyridin-3-yl)-6-methyl-1,3,5-triazin-2-amine). The reactants are FC1(OC2=C(O1)C=CC(=C2)NC2=NC=CC=C2C2=NC(=NC(=N2)C)N(CC2=CC=C(C=C2)OC)CC2=CC=C(C=C2)OC)F (4-(2-(2,2-difluorobenzo[d][1,3]dioxol-5-ylamino)pyridin-3-yl)-N,N-bis(4-methoxybenzyl)-6-methyl-1,3,5-triazin-2-amine). The solvent is C(=O)(C(F)(F)F)O (TFA). Procedure details: A solution of 4-(2-(2,2-difluorobenzo[d][1,3]dioxol-5-ylamino)pyridin-3-yl)-N,N-bis(4-methoxybenzyl)-6-methyl-1,3,5-triazin-2-amine (0.1352 g, 0.226 mmol) in TFA (8.0 mL) (Aldrich) was heated at 80° C. overnight. The solution was cooled to room temperature and the TFA was removed in vacuo. The residue was treated with a saturated solution of NaHCO3, the aqueous layer was extracted with DCM (3×15 mL), the layers were separated, the combined organic layers were dried and concentrated. The crude br... RXN SMILES: [F:1][C:2]1([F:44])[O:6][C:5]2[CH:7]=[CH:8][C:9]([NH:11][C:12]3[C:17]([C:18]4[N:23]=[C:22]([CH3:24])[N:21]=[C:20]([N:25](CC5C=CC(OC)=CC=5)CC5C=CC(OC)=CC=5)[N:19]=4)=[CH:16][CH:15]=[CH:14][N:13]=3)=[CH:10][C:4]=2[O:3]1>C(O)(C(F)(F)F)=O>[F:44][C:2]1([F:1])[O:6][C:5]2[CH:7]=[CH:8][C:9]([NH:11][C:12]3[C:17]([C:18]4[N:23]=[C:22]([CH3:24])[N:21]=[C:20]([NH2:25])[N:19]=4)=[CH:16][CH:15]=[CH:14][N:13]=3)=[CH:10][C:4]=2[O:3]1. Reactants: FC1=C(C=CC(=C1)F)C1=CC=C(C=C1)C(CC(=O)O)(C)O (3-(2',4'-difluoro-4-biphenylyl)-3-hydroxybutyric acid), HClO4. The reagents and catalysts are [Pd] (Pd/C). The solvent is C(C)(=O)O (acetic acid). The product is FC1=C(C=CC(=C1)F)C1=CC=C(C=C1)C(CC(=O)O)C (3-(2',4'-difluoro-4-biphenylyl)butyric acid). RXN SMILES: [F:1][C:2]1[CH:7]=[C:6]([F:8])[CH:5]=[CH:4][C:3]=1[C:9]1[CH:14]=[CH:13][C:12]([C:15](O)([CH3:20])[CH2:16][C:17]([OH:19])=[O:18])=[CH:11][CH:10]=1>[Pd].C(O)(=O)C>[F:1][C:2]1[CH:7]=[C:6]([F:8])[CH:5]=[CH:4][C:3]=1[C:9]1[CH:14]=[CH:13][C:12]([CH:15]([CH3:20])[CH2:16][C:17]([OH:19])=[O:18])=[CH:11][CH:10]=1. Procedure details: A solution of 3.18 g. of 3-(2',4'-difluoro-4-biphenylyl)-3-hydroxybutyric acid in 30 ml. of acetic acid is hydrogenated, at 20° and under normal pressure, on 0.2 g. of 10% Pd/C in the presence of 0.01 ml. of HClO4. The mixture is filtered and the filtrate is diluted with water to give 3-(2',4'-difluoro-4-biphenylyl)butyric acid, m.p. 109°-110°. The reactants are O=C(n1ccnc1)n1ccnc1, CCN(C(C)C)C(C)C, ClCCl, Nc1ncc[nH]1, O=S(=O)(O)O. Yields the product O=C(Nc1ncc[nH]1)n1ccnc1. Reaction SMILES: [C:12](=[O:13])([n:14]1[cH:15][n:16][cH:17][cH:18]1)[n:19]1[cH:20][cH:21][n:22][cH:23]1.[CH:24]([N:25]([CH2:26][CH3:27])[CH:28]([CH3:29])[CH3:30])([CH3:31])[CH3:32].[Cl:33][CH2:34][Cl:35].[NH2:6][c:7]1[nH:8][cH:9][cH:10][n:11]1.[S:1]([OH:2])([OH:3])(=[O:4])=[O:5]>>[NH:6]([c:7]1[nH:8][cH:9][cH:10][n:11]1)[C:12](=[O:13])[n:14]1[cH:15][n:16][cH:17][cH:18]1. Isolated yield 14.7%. Run in CN(C(C)=O)C (N,N-dimethylacetamide). Procedure details: 51 mg of benzofuran-2-boronic acid, 55 mg of sodium carbonate and 30 mg of polymer supported bis(acetato)triphenylphosphine palladium(II) were added to 2.5 mL of N,N-dimethylacetamide solution containing 70 mg of methyl 2-(benzamido)-4-bromobenzoate, and stirred at 90° C. for 22 hours. After the reaction mixture was cooled to room temperature, insoluble were removed by filtration and ethyl acetate and 1.2 mol/L hydrochloric acid were added. The organic layer was separated and dried over anhydrou... Reaction SMILES: [O:1]1[C:5]2[CH:6]=[CH:7][CH:8]=[CH:9][C:4]=2[CH:3]=[C:2]1B(O)O.C(=O)([O-])[O-].[Na+].[Na+].[C:19]([NH:27][C:28]1[CH:37]=[C:36](Br)[CH:35]=[CH:34][C:29]=1[C:30]([O:32]C)=[O:31])(=[O:26])[C:20]1[CH:25]=[CH:24][CH:23]=[CH:22][CH:21]=1>CN(C)C(=O)C>[C:19]([NH:27][C:28]1[CH:37]=[C:36]([C:2]2[O:1][C:5]3[CH:6]=[CH:7][CH:8]=[CH:9][C:4]=3[CH:3]=2)[CH:35]=[CH:34][C:29]=1[C:30]([OH:32])=[O:31])(=[O:26])[C:20]1[CH:21]=[CH:22][CH:23]=[CH:24][CH:25]=1 |f:1.2.3|. Starting materials: O1C(=CC2=C1C=CC=C2)B(O)O (benzofuran-2-boronic acid), bis(acetato)triphenylphosphine palladium(II), C(C1=CC=CC=C1)(=O)NC1=C(C(=O)OC)C=CC(=C1)Br (methyl 2-(benzamido)-4-bromobenzoate), C([O-])([O-])=O.[Na+].[Na+] (sodium carbonate), polymer. Reaction conditions: temperature 90 celsius, time 22 hour. Product: C(C1=CC=CC=C1)(=O)NC1=C(C(=O)O)C=CC(=C1)C=1OC2=C(C1)C=CC=C2 (2-(benzamido)-4-(benzofuran-2-yl)benzoic acid). The reactants are BrC=1C=C(C=C(C1)[N+](=O)[O-])OC (3-Bromo-5-nitroanisole), O.NN (hydrazine hydrate). The reagents and catalysts are [Ni] (Ni), [Ni] (Ni), [Ni] (Ni), [Ni] (Ni). The solvent is ClCCCl (1,2-dichloroethane), C(C)O (ethanol). Conditions: time 4 hour. Product: BrC=1C=C(C=C(C1)OC)NO (N-(3-bromo-5-methoxy-phenyl)-N-hydroxylamine). As a reaction SMILES: [Br:1][C:2]1[CH:3]=[C:4]([O:11][CH3:12])[CH:5]=[C:6]([N+:8]([O-])=[O:9])[CH:7]=1.O.NN>ClCCCl.C(O)C.[Ni]>[Br:1][C:2]1[CH:7]=[C:6]([NH:8][OH:9])[CH:5]=[C:4]([O:11][CH3:12])[CH:3]=1 |f:1.2|. Reported procedure: 3-Bromo-5-nitroanisole (1.5 g, 6.46 mmol) was dissolved in 20 mL of 1,2-dichloroethane and 20 mL of ethanol, and the mixture was cooled to 0° C. Raney-Ni (30 mg) and hydrazine hydrate (0.79 mL, 12.9 mmol) were added within 10 minutes, and the reaction was stirred for 4 hours at room temperature, when 50 mg of Raney-Ni were added. After stirring for 16 hours, another 50 mg of Raney-Ni were added, and after further stirring for 4 hours, another 50 mg of Raney-Ni were added. Stirring was continued ... The reactants are C1(CCCCC1)NN=C(C)C (acetone cyclohexylhydrazone), C(C[*:2])[*:1] (polyethylene), O=O (oxygen), cyclohexylhydrazone. Run in CCCCCCC (heptane). Conditions: time 35 minute. The product is C1(CCCCC1)N=NC(C)(C)OO (2-Cyclohexylazo-2-Hydroperoxypropane). Isolated yield 85.0%. Reaction SMILES: [CH:1]1([NH:7][N:8]=[C:9]([CH3:11])[CH3:10])[CH2:6][CH2:5][CH2:4][CH2:3][CH2:2]1.[O:12]=[O:13]>CCCCCCC>[CH:1]1([N:7]=[N:8][C:9]([O:12][OH:13])([CH3:11])[CH3:10])[CH2:6][CH2:5][CH2:4][CH2:3][CH2:2]1. Procedure details: A solution of 5.0 grams (0.0324 moles) of acetone cyclohexylhydrazone in 70 grams of heptane was oxidized by passing oxygen through the solution as in Example II. The oxidation was initiated at 35° C. The reaction was followed by gas chromatography, following the disappearance of the cyclohexylhydrazone peak. The reaction was complete in 35 minutes at 35° C. The solution was cooled to 0° and drained into a tared, cooled, polyethylene bottle, weighed and stored at -30° C. The solution weighed 75....